Dataset: the Open Reaction Database (ORD), a public repository of structured organic reaction records. Task: describe an organic reaction: reactants, conditions, products, and yield Starting materials: benzyloxycarbonyl, product, N,N-dicyclohexylcarbodiimide, C(C1=CC=CC=C1)OC(=O)N[C@@H](C)C(=O)N[C@@H](C)C(=O)O (benzyloxycarbonylalanyl alanine), C(C)N.N1[C@H](C(=O)O)CCC1 (proline ethylamine). The solvent is CN(C=O)C (dimethylformamide), CN(C=O)C (dimethylformamide). Conditions: temperature -5 celsius. Yields the product C(C)NC([C@H]1N(CCC1)C([C@@H](NC([C@@H](NC(=O)OCC1=CC=CC=C1)C)=O)C)=O)=O (Benzyloxycarbonylalanyl-alanyl Proline Ethylamide). RXN SMILES: [CH2:1]([O:8][C:9]([NH:11][C@H:12]([C:14]([NH:16][C@H:17]([C:19]([OH:21])=O)[CH3:18])=[O:15])[CH3:13])=[O:10])[C:2]1[CH:7]=[CH:6][CH:5]=[CH:4][CH:3]=1.[CH2:22]([NH2:24])[CH3:23].[NH:25]1[CH2:32][CH2:31][CH2:30][C@H:26]1[C:27](O)=[O:28]>CN(C)C=O>[CH2:22]([NH:24][C:27](=[O:28])[C@@H:26]1[CH2:30][CH2:31][CH2:32][N:25]1[C:19](=[O:21])[C@H:17]([CH3:18])[NH:16][C:14](=[O:15])[C@H:12]([CH3:13])[NH:11][C:9]([O:8][CH2:1][C:2]1[CH:3]=[CH:4][CH:5]=[CH:6][CH:7]=1)=[O:10])[CH3:23] |f:1.2|. Procedure: 11 grams of N,N-dicyclohexylcarbodiimide was added to a solution of 14.7 grams of benzyloxycarbonylalanyl alanine in 100 ml of dimethylformamide and 7.6 g of proline ethylamine (prepared from the corresponding benzyloxycarbonyl derivative) cooled to -5 degrees C. and the reaction mixture treated by conventional techniques. 10.6 g of product having a melting point of 139 to 140 degrees C. was obtained. [α]D20 -46.5 degrees (c 0.3; dimethylformamide). The reactants are CO, COC(=O)CN1CC(c2ccc(OC)c(OC3CCCC3)c2)CC1=O, Cl, [K+], [OH-], O. Yields the product COc1ccc(C2CC(=O)N(CC(=O)O)C2)cc1OC1CCCC1. RXN SMILES: [CH3:30][OH:31].[CH:1]1([O:6][c:7]2[cH:8][c:9]([CH:15]3[CH2:16][C:17](=[O:25])[N:18]([CH2:20][C:21](=[O:22])[O:23][CH3:24])[CH2:19]3)[cH:10][cH:11][c:12]2[O:13][CH3:14])[CH2:2][CH2:3][CH2:4][CH2:5]1.[ClH:28].[K+:27].[OH-:26].[OH2:29]>>[CH:1]1([O:6][c:7]2[cH:8][c:9]([CH:15]3[CH2:16][C:17](=[O:25])[N:18]([CH2:20][C:21](=[O:22])[OH:23])[CH2:19]3)[cH:10][cH:11][c:12]2[O:13][CH3:14])[CH2:2][CH2:3][CH2:4][CH2:5]1. Starting materials: CC1=C(O)C=C(C(=C1C)O)C (2,3,5-trimethylhydroquinone), CC(C)CCCC(C)CCCC(C)CCCC(C)(C=C)O (isophytol), CCCCCC (hexane), Cl (hydrochloric acid). Reagents/catalysts: [Cl-].[Zn+2].[Cl-] (zinc chloride). The solvent is C(CCC)O (n-butanol). Reaction conditions: temperature 35 celsius, time 3 hour. The product is CC1=C(C2=C(C(=C1O)C)CC[C@@](O2)(C)CCC[C@H](C)CCC[C@H](C)CCCC(C)C)C (α-tocopherol). Yield: 98.6%. As a reaction SMILES: [CH3:1][C:2]1[C:8]([CH3:9])=[C:7]([OH:10])[C:6]([CH3:11])=[CH:5][C:3]=1O.CCCCCC.Cl.[CH3:19][CH:20]([CH2:22][CH2:23][CH2:24][CH:25]([CH2:27][CH2:28][CH2:29][CH:30]([CH2:32][CH2:33][CH2:34][C:35]([OH:39])([CH:37]=[CH2:38])[CH3:36])[CH3:31])[CH3:26])[CH3:21]>[Cl-].[Zn+2].[Cl-].C(O)CCC>[CH3:9][C:8]1[C:7]([OH:10])=[C:6]([CH3:11])[C:5]2[CH2:38][CH2:37][C@:35]([CH2:34][CH2:33][CH2:32][C@@H:30]([CH2:29][CH2:28][CH2:27][C@@H:25]([CH2:24][CH2:23][CH2:22][CH:20]([CH3:19])[CH3:21])[CH3:26])[CH3:31])([CH3:36])[O:39][C:3]=2[C:2]=1[CH3:1] |f:4.5.6|. Procedure details: To a mixture consisting of 23.3 g (0.153 mol) of 2,3,5-trimethylhydroquinone, 17.5 g (0.128 mol) of zinc chloride, 47.5 ml of hexane, 2.5 ml of n-butanol and 2.5 g of concentrated hydrochloric acid, 46.1 g (0.153 mol) of isophytol (purity: 98.3%) was added dropwise under stirring at 30-40° C. over 3 hours. At the same temperature, the reaction mixture was stirred for an additional 2 hours. After the reaction mixture was washed with 10 ml of water, the solvents were distilled off. Toluene (100 ml...